Dataset: the Open Reaction Database (ORD), a public repository of structured organic reaction records. Task: describe an organic reaction: reactants, conditions, products, and yield Reactants: O=C1CCC(=O)N1Br, F, COC(=O)CCC(=[N+]=[N-])C(=O)OC, c1ccncc1. The product is COC(=O)CCC(F)(Br)C(=O)OC. Reaction SMILES: [Br:2][N:3]1[C:4](=[O:5])[CH2:6][CH2:7][C:8]1=[O:9].[FH:1].[N+:10](=[N-:11])=[C:12]([C:13](=[O:14])[O:15][CH3:16])[CH2:17][CH2:18][C:19](=[O:20])[O:21][CH3:22].[cH:23]1[cH:24][cH:25][n:26][cH:27][cH:28]1>>[F:1][C:12]([Br:2])([C:13](=[O:14])[O:15][CH3:16])[CH2:17][CH2:18][C:19](=[O:20])[O:21][CH3:22]. Reactants: C1(=CC=CC=C1)C (toluene), CSC.B (borane-dimethyl sulfide), C([O-])(O)=O.[Na+] (sodium bicarbonate), BrCCC=C1C2=C(C(CC3=C1C=CC=C3)=O)C=CC=C2 (5-(3-Bromo-propylidene)-5,11-dihydro-dibenzo[a,d]cyclohepten-10-one). The reagents and catalysts are S-CBS catalyst. Solvent: O1CCCC1 (tetrahydrofuran), O1CCCC1 (tetrahydrofuran), O1CCCC1 (tetrahydrofuran), CO (methanol). Run at temperature -20 celsius, time 90 minute. The product is BrCCC=C1C2=C([C@@H](CC3=C1C=CC=C3)O)C=CC=C2 ((R)-5-(3-Bromo-propylidene)-10,11-dihydro-5H-dibenzo[a,d]cyclohepten-10-ol). The yield is 85.4%. RXN SMILES: C1(C)C=CC=CC=1.CSC.B.[Br:12][CH2:13][CH2:14][CH:15]=[C:16]1[C:22]2[CH:23]=[CH:24][CH:25]=[CH:26][C:21]=2[CH2:20][C:19](=[O:27])[C:18]2[CH:28]=[CH:29][CH:30]=[CH:31][C:17]1=2.C(=O)(O)[O-].[Na+]>CO.O1CCCC1>[Br:12][CH2:13][CH2:14][CH:15]=[C:16]1[C:22]2[CH:23]=[CH:24][CH:25]=[CH:26][C:21]=2[CH2:20][C@@H:19]([OH:27])[C:18]2[CH:28]=[CH:29][CH:30]=[CH:31][C:17]1=2 |f:1.2,4.5|. Procedure details: In a dry 40 mL vial with a septum cap, S-CBS catalyst, 1 M in toluene (3.98 mL, 3.98 mmol), 2.0 M borane-dimethyl sulfide in tetrahydrofuran (1.69 mL, 3.37 mmol), and 10 mL dry tetrahydrofuran were premixed. The premix was cooled to −20° C. in an acetonitrile/dry ice bath. A tetrahydrofuran solution of 5-(3-Bromo-propylidene)-5,11-dihydro-dibenzo[a,d]cyclohepten-10-one (6) (1.00 g, 3.06 mmol) which had been stored over molecular sieves was then added dropwise. The reaction was allowed to slowly ... Starting materials: Cc1cc(C(=O)N2Cc3cnn(C)c3Nc3ccccc32)ccc1CCC(=O)N1CCC(CN(C(=O)OC(C)(C)C)C2CC2)CC1, CO, Cl, C1COCCO1. Yields the product Cc1cc(C(=O)N2Cc3cnn(C)c3Nc3ccccc32)ccc1CCC(=O)N1CCC(CNC2CC2)CC1. Reaction SMILES: [C:1]([O:2][C:3](=[O:4])[N:7]([CH2:8][CH:9]1[CH2:10][CH2:11][N:12]([C:15]([CH2:16][CH2:17][c:18]2[c:19]([CH3:41])[cH:20][c:21]([C:24](=[O:25])[N:26]3[c:27]4[c:28]([cH:37][cH:38][cH:39][cH:40]4)[NH:29][c:30]4[n:31]([CH3:36])[n:32][cH:33][c:34]4[CH2:35]3)[cH:22][cH:23]2)=[O:42])[CH2:13][CH2:14]1)[CH:43]1[CH2:44][CH2:45]1)([CH3:5])([CH3:6])[CH3:46].[CH3:48][OH:49].[ClH:47].[O:50]1[CH2:51][CH2:52][O:53][CH2:54][CH2:55]1>>[NH:7]([CH2:8][CH:9]1[CH2:10][CH2:11][N:12]([C:15]([CH2:16][CH2:17][c:18]2[c:19]([CH3:41])[cH:20][c:21]([C:24](=[O:25])[N:26]3[c:27]4[c:28]([cH:37][cH:38][cH:39][cH:40]4)[NH:29][c:30]4[n:31]([CH3:36])[n:32][cH:33][c:34]4[CH2:35]3)[cH:22][cH:23]2)=[O:42])[CH2:13][CH2:14]1)[CH:43]1[CH2:44][CH2:45]1. The reactants are C([O-])(O)=O.[Na+] (sodium bicarbonate), C(C)(C)(C)OC(=O)N1CCC(CC1)=O (4-oxo-piperidine-1-carboxylic acid tert-butyl ester), CC1=C(N)C=CC=C1C (2,3-dimethylaniline), C(C)(=O)O (acetic acid), C(C)(=O)O[BH-](OC(C)=O)OC(C)=O.[Na+] (sodium triacetoxyborohydride). The solvent is ClCCCl (1,2-dichloroethane). Conditions: time 16 hour. The product is C(C)(C)(C)OC(=O)N1CCC(CC1)NC1=C(C(=CC=C1)C)C (4-(2,3-dimethyl-phenylamino)-piperidine-1-carboxylic acid tert-butyl ester). Yield: 98.2%. As a reaction SMILES: [C:1]([O:5][C:6]([N:8]1[CH2:13][CH2:12][C:11](=O)[CH2:10][CH2:9]1)=[O:7])([CH3:4])([CH3:3])[CH3:2].[CH3:15][C:16]1[C:22]([CH3:23])=[CH:21][CH:20]=[CH:19][C:17]=1[NH2:18].C(O)(=O)C.C(O[BH-](OC(=O)C)OC(=O)C)(=O)C.[Na+].C(=O)(O)[O-].[Na+]>ClCCCl>[C:1]([O:5][C:6]([N:8]1[CH2:13][CH2:12][CH:11]([NH:18][C:17]2[CH:19]=[CH:20][CH:21]=[C:22]([CH3:23])[C:16]=2[CH3:15])[CH2:10][CH2:9]1)=[O:7])([CH3:4])([CH3:3])[CH3:2] |f:3.4,5.6|. Reported procedure: To a stirred solution of 4-oxo-piperidine-1-carboxylic acid tert-butyl ester (1 g, 0.00502 mole) in dry 1,2-dichloroethane (10 mL) (under an atmosphere of nitrogen for 10 minutes) was added 2,3-dimethylaniline (0.73 g, 0.00602 mole), acetic acid (0.301 g, 0.005 mole) and sodium triacetoxyborohydride (1.596 g, 0.00753 mole) portionwise with stirring. The stirring was continued at ambient temperature for a further 16 hours. The reaction mixture was basified with sodium bicarbonate solution and the... Reactants: [H][H] (hydrogen), C(C)OP(=O)(OCC)CC1=CC=C(C(=O)OC)C=C1 (methyl 4-(diethoxyphosphorylmethyl)benzoate), Cl (hydrochloric acid), [H-].[Na+] (sodium hydride), N1=CC=C(C=C1)C=O (pyridine-4-aldehyde). Reagents/catalysts: [C].[Pd] (palladium-carbon). The solvent is O1CCCC1 (tetrahydrofuran), C(C)(=O)OCC (ethyl acetate), CO (methanol). Reaction conditions: time 30 minute. Yields the product Cl.N1=CC=C(C=C1)CCC1=CC=C(C(=O)O)C=C1 (4-[2-(pyridine-4-yl)ethyl]benzoic acid hydrochloride). As a reaction SMILES: C(OP([CH2:9][C:10]1[CH:19]=[CH:18][C:13]([C:14]([O:16]C)=[O:15])=[CH:12][CH:11]=1)(OCC)=O)C.[H-].[Na+].[N:22]1[CH:27]=[CH:26][C:25]([CH:28]=O)=[CH:24][CH:23]=1.[H][H].[ClH:32]>O1CCCC1.CO.[C].[Pd].C(OCC)(=O)C>[ClH:32].[N:22]1[CH:27]=[CH:26][C:25]([CH2:28][CH2:9][C:10]2[CH:11]=[CH:12][C:13]([C:14]([OH:16])=[O:15])=[CH:18][CH:19]=2)=[CH:24][CH:23]=1 |f:1.2,8.9,11.12|. Procedure: 4.80 g (16.8 mmol) of methyl 4-(diethoxyphosphorylmethyl)benzoate was dissolved in 100 ml of tetrahydrofuran. 620 mg (15.5 mmol) of sodium hydride was added to the obtained solution under cooling with ice, and the obtained mixture was stirred for 30 minutes and then stirred at room temperature for additional 30 minutes. 1.38 g (12.9 mmol) of pyridine-4-aldehyde was added to the mixture, and they were stirred for 20 hours. After the treatment with ethyl acetate as the extraction solvent in an ord... As a reaction SMILES: C([O:3][C:4](=[O:34])[CH:5]([CH2:29][S:30]C(=O)C)[CH2:6][C:7]1[CH:8]=[N:9][C:10]([N:14](C(OC(C)(C)C)=O)C(OC(C)(C)C)=O)=[C:11]([CH3:13])[CH:12]=1)C>Cl>[NH2:14][C:10]1[N:9]=[CH:8][C:7]([CH2:6][CH:5]([CH2:29][SH:30])[C:4]([OH:34])=[O:3])=[CH:12][C:11]=1[CH3:13]. Solvent: Cl (HCl). Yields the product NC1=C(C=C(C=N1)CC(C(=O)O)CS)C (3-(6-Amino-5-methyl-pyridin-3-yl)-2-mercaptomethyl-propionic acid). The reactants are C(C)OC(C(CC=1C=NC(=C(C1)C)N(C(=O)OC(C)(C)C)C(=O)OC(C)(C)C)CSC(C)=O)=O (2-Acetylsulfanylmethyl-3-(6-[N,N-bis(tert-butoxycarbonyl)amino]-5-methyl-pyridin-3-yl)-propionic acid ethyl ester). Isolated yield 115.7%. Procedure details: 2-Acetylsulfanylmethyl-3-(6-[N,N-bis(tert-butoxycarbonyl)amino]-5-methyl-pyridin-3-yl)-propionic acid ethyl ester (17 mg, 0.034 mmol) was dissolved in conc. HCl (3.0 mL). The solution was heated to reflux for 1 h. Concentration under reduced pressure gave the title compound (8.9 mg, 100%) as the hydrochloride salt. The reactants are Clc1ccccc1, CC(C)C(N)CO, O=C(CCc1ccccc1)OCc1ccccc1. Product: CC(C)C1COC(CCc2ccccc2)=N1. RXN SMILES: [Cl:26][c:27]1[cH:28][cH:29][cH:30][cH:31][cH:32]1.[NH2:19][CH:20]([CH:21]([CH3:22])[CH3:23])[CH2:24][OH:25].[c:1]1([CH2:7][CH2:8][C:9]([O:10][CH2:11][c:12]2[cH:13][cH:14][cH:15][cH:16][cH:17]2)=[O:18])[cH:2][cH:3][cH:4][cH:5][cH:6]1>>[c:1]1([CH2:7][CH2:8][C:9]2=[N:19][CH:20]([CH:21]([CH3:22])[CH3:23])[CH2:24][O:25]2)[cH:2][cH:3][cH:4][cH:5][cH:6]1.